Dataset: the Open Reaction Database (ORD), a public repository of structured organic reaction records. Task: describe an organic reaction: reactants, conditions, products, and yield Reactants: Cc1cccc(C#Cc2nc(C)n(-c3cc[nH]c(=O)c3)c2C)c1, CI. Yields the product Cc1cccc(C#Cc2nc(C)n(-c3ccn(C)c(=O)c3)c2C)c1. RXN SMILES: [CH3:1][c:2]1[n:3](-[c:17]2[cH:18][c:19](=[O:23])[nH:20][cH:21][cH:22]2)[c:4]([CH3:16])[c:5]([C:7]#[C:8][c:9]2[cH:10][c:11]([CH3:15])[cH:12][cH:13][cH:14]2)[n:6]1.[CH3:24][I:25]>>[CH3:1][c:2]1[n:3](-[c:17]2[cH:18][c:19](=[O:23])[n:20]([CH3:24])[cH:21][cH:22]2)[c:4]([CH3:16])[c:5]([C:7]#[C:8][c:9]2[cH:10][c:11]([CH3:15])[cH:12][cH:13][cH:14]2)[n:6]1.